From a dataset of the Open Reaction Database (ORD), a public repository of structured organic reaction records. describe an organic reaction: reactants, conditions, products, and yield Reactants: BrCCBr, O=C([O-])[O-], CC#N, Oc1nsnc1-c1c(Cl)cccc1Cl, [K+], [K+], O. The product is Clc1cccc(Cl)c1-c1nsnc1OCCBr. As a reaction SMILES: [Br:21][CH2:22][CH2:23][Br:24].[C:15](=[O:16])([O-:17])[O-:18].[CH3:26][C:27]#[N:28].[Cl:1][c:2]1[c:3](-[c:9]2[n:10][s:11][n:12][c:13]2[OH:14])[c:4]([Cl:8])[cH:5][cH:6][cH:7]1.[K+:19].[K+:20].[OH2:25]>>[Cl:1][c:2]1[c:3](-[c:9]2[n:10][s:11][n:12][c:13]2[O:14][CH2:23][CH2:22][Br:21])[c:4]([Cl:8])[cH:5][cH:6][cH:7]1. Reactants: ClC1=C(C(=CC(=C1)C)C)N1C2=C(CCC1)C(N(N2)C)=O (7-(2-chloro-4,6-dimethylphenyl)-2-methyl-1,2,4,5,6,7-hexahydropyrazolo[3,4-b]pyridin-3-one), CN(C1=CC(=C(C=N1)N1C2=C(CCC1)C(N(N2)C)=O)C)C (7-(6-dimethylamino-4-methylpyridin-3-yl)-2-methyl-1,2,4,5,6,7-hexahydropyrazolo[3,4-b]pyridin-3-one). Product: CN(C1=NC=C(C(=C1)C)N1C=2C(CCC1)=C(N(N2)C)OC(CCC)CCC)C (Dimethyl-{4-methyl-5-[2-methyl-3-(1-propylbutoxy)-2,4,5,6-tetrahydro-pyrazolo[3,4-b]pyridin-7-yl]-pyridin-2-yl}-amine). Reaction SMILES: Cl[C:2]1[CH:7]=[C:6]([CH3:8])[CH:5]=[C:4](C)[C:3]=1N1CCCC2C(=O)N(C)NC1=2.[CH3:21][N:22]([CH3:41])[C:23]1[N:28]=[CH:27][C:26]([N:29]2[CH2:34][CH2:33][CH2:32][C:31]3[C:35](=[O:39])[N:36]([CH3:38])[NH:37][C:30]2=3)=[C:25]([CH3:40])[CH:24]=1>>[CH3:21][N:22]([CH3:41])[C:23]1[CH:24]=[C:25]([CH3:40])[C:26]([N:29]2[CH2:34][CH2:33][CH2:32][C:31]3=[C:35]([O:39][CH:2]([CH2:7][CH2:6][CH3:8])[CH2:3][CH2:4][CH3:5])[N:36]([CH3:38])[N:37]=[C:30]23)=[CH:27][N:28]=1. Reported procedure: Example 12c was prepared according to the procedure described in Example 12a, except that 7-(2-chloro-4,6-dimethylphenyl)-2-methyl-1,2,4,5,6,7-hexahydropyrazolo[3,4-b]pyridin-3-one was replaced by 7-(6-dimethylamino-4-methylpyridin-3-yl)-2-methyl-1,2,4,5,6,7-hexahydropyrazolo[3,4-b]pyridin-3-one. The reactants are C[Si](C)(C)CCOCn1ccc2c(-c3cnn(C4CCC(O)CC4)c3)ncnc21, CS(=O)(=O)Cl, ClCCl. Product: C[Si](C)(C)CCOCn1ccc2c(-c3cnn(C4CCC(OS(C)(=O)=O)CC4)c3)ncnc21. RXN SMILES: [CH3:1][Si:2]([CH2:3][CH2:4][O:5][CH2:6][n:7]1[cH:8][cH:9][c:10]2[c:11]1[n:12][cH:13][n:14][c:15]2-[c:16]1[cH:17][n:18][n:19]([CH:21]2[CH2:22][CH2:23][CH:24]([OH:27])[CH2:25][CH2:26]2)[cH:20]1)([CH3:28])[CH3:29].[CH3:30][S:31]([Cl:32])(=[O:33])=[O:34].[Cl:35][CH2:36][Cl:37]>>[CH3:1][Si:2]([CH2:3][CH2:4][O:5][CH2:6][n:7]1[cH:8][cH:9][c:10]2[c:11]1[n:12][cH:13][n:14][c:15]2-[c:16]1[cH:17][n:18][n:19]([CH:21]2[CH2:22][CH2:23][CH:24]([O:27][S:31]([CH3:30])(=[O:33])=[O:34])[CH2:25][CH2:26]2)[cH:20]1)([CH3:28])[CH3:29]. Starting materials: N1C=C(C2=CC=CN=C12)C=O (7-azaindole-3-carboxaldehyde), C1(CC1)CNC=1OCC(C1C(=O)OC)=O (methyl 2-[(cyclopropylmethyl)amino]-4-oxo-4,5-dihydrofuran-3-carboxylate), C1(CC1)CN (cyclopropylmethylamine), C(CC(=O)OC)(=O)OC (dimethyl malonate), ClCC(=O)Cl (chloroacetyl chloride), N1[C@H](C(=O)O)CCC1 (L-proline). Solvent: C(C)O (ethanol). Product: N1C=C(C=2C1=NC=CC2)C=C2C(C(=C(O2)NCC2CC2)C(=O)OC)=O (Methyl 5-[(1H-pyrrolo[2,3-b]pyridin-3-yl)methylene]-2-[(cyclopropylmethyl)amino]-4-oxo-4,5-dihydrofuran-3-carboxylate). The yield is 13.7%. Reaction SMILES: [CH:1]1([CH2:4][NH:5][C:6]2[O:7][CH2:8][C:9](=[O:15])[C:10]=2[C:11]([O:13][CH3:14])=[O:12])[CH2:3][CH2:2]1.C(OC)(=O)CC(OC)=O.ClCC(Cl)=O.C1(CN)CC1.[NH:35]1[C:43]2[C:38](=[CH:39][CH:40]=[CH:41][N:42]=2)[C:37]([CH:44]=O)=[CH:36]1.N1CCC[C@H]1C(O)=O>C(O)C>[NH:35]1[C:43]2=[N:42][CH:41]=[CH:40][CH:39]=[C:38]2[C:37]([CH:44]=[C:8]2[O:7][C:6]([NH:5][CH2:4][CH:1]3[CH2:3][CH2:2]3)=[C:10]([C:11]([O:13][CH3:14])=[O:12])[C:9]2=[O:15])=[CH:36]1. Procedure: To a solution of methyl 2-[(cyclopropylmethyl)amino]-4-oxo-4,5-dihydrofuran-3-carboxylate (0.30 g, 1.4 mmol) which similarly prepared according to the procedure described in the Example 4, First step using dimethyl malonate, chloroacetyl chloride and cyclopropylmethylamine, and 7-azaindole-3-carboxaldehyde (0.21 g, 1.4 mmol) in ethanol (10 mL), L-proline (0.016 g, 0.14 mmol) was added at ambient temperature. The mixture was refluxed for 3 days. Cooled to ambient temperature, the precipitate was ...